Dataset: the Open Reaction Database (ORD), a public repository of structured organic reaction records. Task: describe an organic reaction: reactants, conditions, products, and yield Reactants: FC1=C(C(=O)OC)C=CC(=C1)O (Methyl 2-fluoro-4-hydroxybenzoate), O (water), C([O-])([O-])=O.[K+].[K+] (potassium carbonate), C(C1=CC=CC=C1)Br (benzyl bromide). Solvent: CN(C)C=O (DMF). Run at temperature 50 celsius, time 8 hour. Product: C(C1=CC=CC=C1)OC1=CC(=C(C(=O)OC)C=C1)F (Methyl 4-(benzyloxy)-2-fluorobenzoate). Reaction SMILES: [F:1][C:2]1[CH:11]=[C:10]([OH:12])[CH:9]=[CH:8][C:3]=1[C:4]([O:6][CH3:7])=[O:5].C(=O)([O-])[O-].[K+].[K+].[CH2:19](Br)[C:20]1[CH:25]=[CH:24][CH:23]=[CH:22][CH:21]=1.O>CN(C=O)C>[CH2:19]([O:12][C:10]1[CH:9]=[CH:8][C:3]([C:4]([O:6][CH3:7])=[O:5])=[C:2]([F:1])[CH:11]=1)[C:20]1[CH:25]=[CH:24][CH:23]=[CH:22][CH:21]=1 |f:1.2.3|. Reported procedure: Methyl 2-fluoro-4-hydroxybenzoate (1.4685 g; manufactured by Changzou Fine Chemical Co., Ltd.) and potassium carbonate (3.6-917 g; manufactured by Sigma-Aldrich Co.) were suspended in dehydrated DMF (21 mL; manufactured by Kanto Chemical Co., Inc.), and benzyl bromide (1.22 mL; manufactured by Wako Pure Chemical Industries, Ltd.) was added thereto. The mixture was stirred overnight at 50° C. The reaction solution was cooled to room temperature, and then was poured into water. The mixture was ext... Reactants: COC(C(CC=1C=C2C=CNC2=CC1)OCCC=C)=O (rac-2-but-3-enyloxy-3-(1H-indol-5-yl)-propionic acid methyl ester), ClCC=1N=C(OC1C)C1=CC=C(C=C1)C(F)(F)F (4-chloromethyl-5-methyl-2-(4-trifluoromethyl-phenyl)-oxazole). Product: C(CC=C)OC(C(=O)O)CC=1C=C2C=CN(C2=CC1)CC=1N=C(OC1C)C1=CC=C(C=C1)C(F)(F)F (rac-2-but-3-enyloxy-3-{1-[5-methyl-2-(4-trifluoromethyl-phenyl)-oxazol-4-ylmethyl]-1H-indol-5-yl}-propionic acid). As a reaction SMILES: C[O:2][C:3](=[O:20])[CH:4]([O:15][CH2:16][CH2:17][CH:18]=[CH2:19])[CH2:5][C:6]1[CH:7]=[C:8]2[C:12](=[CH:13][CH:14]=1)[NH:11][CH:10]=[CH:9]2.Cl[CH2:22][C:23]1[N:24]=[C:25]([C:29]2[CH:34]=[CH:33][C:32]([C:35]([F:38])([F:37])[F:36])=[CH:31][CH:30]=2)[O:26][C:27]=1[CH3:28]>>[CH2:16]([O:15][CH:4]([CH2:5][C:6]1[CH:7]=[C:8]2[C:12](=[CH:13][CH:14]=1)[N:11]([CH2:22][C:23]1[N:24]=[C:25]([C:29]3[CH:30]=[CH:31][C:32]([C:35]([F:38])([F:37])[F:36])=[CH:33][CH:34]=3)[O:26][C:27]=1[CH3:28])[CH:10]=[CH:9]2)[C:3]([OH:2])=[O:20])[CH2:17][CH:18]=[CH2:19]. Procedure details: In analogy to the procedure described in example 44, rac-2-but-3-enyloxy-3-(1H-indol-5-yl)-propionic acid methyl ester (preparation 9) was reacted with 4-chloromethyl-5-methyl-2-(4-trifluoromethyl-phenyl)-oxazole to give rac-2-but-3-enyloxy-3-{1-[5-methyl-2-(4-trifluoromethyl-phenyl)-oxazol-4-ylmethyl]-1H-indol-5-yl}-propionic acid as light yellow solid.